From a dataset of the Open Reaction Database (ORD), a public repository of structured organic reaction records. describe an organic reaction: reactants, conditions, products, and yield Reactants: O=C([O-])[O-], CCCBr, CCC(C)=O, [I-], [K+], [K+], [Na+], O, O=Cc1ccc(O)c(O)c1. The product is CCCOc1ccc(C=O)cc1O. As a reaction SMILES: [C:1](=[O:2])([O-:3])[O-:4].[CH2:19]([CH2:20][CH3:21])[Br:22].[CH3:23][C:24](=[O:25])[CH2:26][CH3:27].[I-:8].[K+:5].[K+:6].[Na+:7].[OH2:28].[OH:9][c:10]1[cH:11][c:12]([CH:13]=[O:14])[cH:15][cH:16][c:17]1[OH:18]>>[OH:9][c:10]1[cH:11][c:12]([CH:13]=[O:14])[cH:15][cH:16][c:17]1[O:18][CH2:19][CH2:20][CH3:21].